describe an organic reaction: reactants, conditions, products, and yield From a dataset of the Open Reaction Database (ORD), a public repository of structured organic reaction records. The reactants are CCOC(C)=O, CC(O)(CN1CCC(Oc2ccc(C(F)(F)F)cc2)CC1)Cn1cc([N+](=O)[O-])nc1Cl, [H-], [Na+], CN(C)C=O. Yields the product CC1(CN2CCC(Oc3ccc(C(F)(F)F)cc3)CC2)Cn2cc([N+](=O)[O-])nc2O1. RXN SMILES: [CH3:34][CH2:35][O:36][C:37](=[O:38])[CH3:39].[Cl:1][c:2]1[n:3]([CH2:10][C:11]([CH2:12][N:13]2[CH2:14][CH2:15][CH:16]([O:19][c:20]3[cH:21][cH:22][c:23]([C:26]([F:27])([F:28])[F:29])[cH:24][cH:25]3)[CH2:17][CH2:18]2)([OH:30])[CH3:31])[cH:4][c:5]([N+:7](=[O:8])[O-:9])[n:6]1.[H-:32].[Na+:33].[O:40]=[CH:41][N:42]([CH3:43])[CH3:44]>>[c:2]12[n:3]([cH:4][c:5]([N+:7](=[O:8])[O-:9])[n:6]1)[CH2:10][C:11]([CH2:12][N:13]1[CH2:14][CH2:15][CH:16]([O:19][c:20]3[cH:21][cH:22][c:23]([C:26]([F:27])([F:28])[F:29])[cH:24][cH:25]3)[CH2:17][CH2:18]1)([CH3:31])[O:30]2. Starting materials: CNCC(O)C(O)C(O)C(O)CO, CN(C)C=O, O=C1C(CCC(O)c2ccc(F)cc2)C(c2ccc(OCCCCI)cc2)N1c1ccc(F)cc1. The product is CN(CCCCOc1ccc(C2C(CCC(O)c3ccc(F)cc3)C(=O)N2c2ccc(F)cc2)cc1)CC(O)C(O)C(O)C(O)CO. As a reaction SMILES: [CH3:36][NH:37][CH2:38][CH:39]([CH:40]([CH:41]([CH:42]([CH2:43][OH:44])[OH:45])[OH:46])[OH:47])[OH:48].[CH3:49][N:50]([CH3:51])[CH:52]=[O:53].[F:1][c:2]1[cH:3][cH:4][c:5]([N:8]2[C:9](=[O:35])[CH:10]([CH2:24][CH2:25][CH:26]([OH:27])[c:28]3[cH:29][cH:30][c:31]([F:34])[cH:32][cH:33]3)[CH:11]2[c:12]2[cH:13][cH:14][c:15]([O:18][CH2:19][CH2:20][CH2:21][CH2:22][I:23])[cH:16][cH:17]2)[cH:6][cH:7]1>>[F:1][c:2]1[cH:3][cH:4][c:5]([N:8]2[C:9](=[O:35])[CH:10]([CH2:24][CH2:25][CH:26]([OH:27])[c:28]3[cH:29][cH:30][c:31]([F:34])[cH:32][cH:33]3)[CH:11]2[c:12]2[cH:13][cH:14][c:15]([O:18][CH2:19][CH2:20][CH2:21][CH2:22][N:37]([CH3:36])[CH2:38][CH:39]([CH:40]([CH:41]([CH:42]([CH2:43][OH:44])[OH:45])[OH:46])[OH:47])[OH:48])[cH:16][cH:17]2)[cH:6][cH:7]1. Starting materials: CCCN(CCC)C(=O)C1=Cc2ccc(Br)cc2N=C(NC(=O)OC(C)(C)C)C1, CC1(C)OB(c2ccc(C(=O)N3CC(O)C(O)C3)cc2)OC1(C)C. Yields the product CCCN(CCC)C(=O)C1=Cc2ccc(-c3ccc(C(=O)N4CC(O)C(O)C4)cc3)cc2N=C(NC(=O)OC(C)(C)C)C1. As a reaction SMILES: [Br:1][c:2]1[cH:3][cH:4][c:5]2[c:6]([cH:29]1)[N:7]=[C:8]([NH:21][C:22]([O:23][C:24]([CH3:25])([CH3:26])[CH3:27])=[O:28])[CH2:9][C:10]([C:12]([N:13]([CH2:14][CH2:15][CH3:16])[CH2:17][CH2:18][CH3:19])=[O:20])=[CH:11]2.[OH:30][CH:31]1[CH2:32][N:33]([C:37](=[O:38])[c:39]2[cH:40][cH:41][c:42]([B:45]3[O:46][C:47]([CH3:48])([CH3:49])[C:50]([CH3:51])([CH3:52])[O:53]3)[cH:43][cH:44]2)[CH2:34][CH:35]1[OH:36]>>[c:2]1(-[c:42]2[cH:41][cH:40][c:39]([C:37]([N:33]3[CH2:32][CH:31]([OH:30])[CH:35]([OH:36])[CH2:34]3)=[O:38])[cH:44][cH:43]2)[cH:3][cH:4][c:5]2[c:6]([cH:29]1)[N:7]=[C:8]([NH:21][C:22]([O:23][C:24]([CH3:25])([CH3:26])[CH3:27])=[O:28])[CH2:9][C:10]([C:12]([N:13]([CH2:14][CH2:15][CH3:16])[CH2:17][CH2:18][CH3:19])=[O:20])=[CH:11]2. Yields the product CC(C)(C)OC(=O)NCCNS(=O)(=O)c1cccc2c(Cl)nccc12. As a reaction SMILES: [C:16]([CH3:17])([CH3:18])([CH3:19])[O:20][C:21]([NH:22][CH2:23][CH2:24][NH2:25])=[O:26].[Cl:1][c:2]1[n:3][cH:4][cH:5][c:6]2[c:7]([S:12](=[O:13])(=[O:14])[Cl:15])[cH:8][cH:9][cH:10][c:11]12.[Cl:27][CH2:28][Cl:29]>>[Cl:1][c:2]1[n:3][cH:4][cH:5][c:6]2[c:7]([S:12](=[O:13])(=[O:14])[NH:25][CH2:24][CH2:23][NH:22][C:21]([O:20][C:16]([CH3:17])([CH3:18])[CH3:19])=[O:26])[cH:8][cH:9][cH:10][c:11]12. Starting materials: CC(C)(C)OC(=O)NCCN, O=S(=O)(Cl)c1cccc2c(Cl)nccc12, ClCCl. The solvent is C(C)(=O)O (acetic acid), C(C)(=O)O (acetic acid), C(C)(=O)OCC (ethyl acetate), C(C)(C)O (isopropanol). The yield is 215.1%. Procedure: A solution of bromine (0.37 mL, 0.7134 mmol) in 60 mL glacial acetic acid was added dropwise under nitrogen over 2 h to a solution of 1-benzyl-1H-indole-3-carboxylic acid (6-hydroxy-naphthalen-2-ylmethyl)-methyl-amide (3.0 g, 0.713 mmol), prepared in the previous step, in 300 mL glacial acetic acid at room temperature. The reaction stirred for 18 h (overnight). The solvent was removed under reduced pressure. The resulting residue was diluted with ethyl acetate and extracted with 5% sodium bicarb... Conditions: time 8 hour. As a reaction SMILES: [Br:1]Br.[OH:3][C:4]1[CH:5]=[C:6]2[C:11](=[CH:12][CH:13]=1)[CH:10]=[C:9]([CH2:14][N:15]([CH3:34])[C:16]([C:18]1[C:26]3[C:21](=[CH:22][CH:23]=[CH:24][CH:25]=3)[N:20]([CH2:27][C:28]3[CH:33]=[CH:32][CH:31]=[CH:30][CH:29]=3)[CH:19]=1)=[O:17])[CH:8]=[CH:7]2>C(O)(=O)C.C(OCC)(=O)C.C(O)(C)C>[Br:1][C:5]1[C:4]([OH:3])=[CH:13][CH:12]=[C:11]2[C:6]=1[CH:7]=[CH:8][C:9]([CH2:14][N:15]([CH3:34])[C:16]([C:18]1[C:26]3[C:21](=[CH:22][CH:23]=[CH:24][CH:25]=3)[N:20]([CH2:27][C:28]3[CH:33]=[CH:32][CH:31]=[CH:30][CH:29]=3)[CH:19]=1)=[O:17])=[CH:10]2. Product: BrC1=C2C=CC(=CC2=CC=C1O)CN(C(=O)C1=CN(C2=CC=CC=C12)CC1=CC=CC=C1)C (1-benzyl-1H-indole-3-carboxylic acid (5-bromo-6-hydroxy-naphthalen-2-ylmethyl)-methyl-amide). Starting materials: BrBr (bromine), OC=1C=C2C=CC(=CC2=CC1)CN(C(=O)C1=CN(C2=CC=CC=C12)CC1=CC=CC=C1)C (1-benzyl-1H-indole-3-carboxylic acid (6-hydroxy-naphthalen-2-ylmethyl)-methyl-amide), material. Starting materials: C(CN)(F)(F)F.Cl, c1(n[nH]c2c1cccn2)C1CCN(CC1)c1nc(nc(n1)Cl)OCC1(CC1)C#N. The reagents and catalysts are c1ccc(cc1)-c2c3ccccc3cc4ccccc24 (9-Phenylanthracene), CCN(C(C)C)C(C)C (DIPEA), P(c1c(Oc2c(P(c3ccccc3)c3ccccc3)cccc2)cccc1)(c1ccccc1)c1ccccc1 (DPEPhos), C(O[Pd]OC(C)=O)(C)=O (Pd(OAc)2). Run in CC(=O)N(C)C (DMAc). Reaction conditions: temperature 120 celsius, time 18 hour. Product: FC(F)(F)CNC(=O)c1nc(OCC2(CC2)C#N)nc(n1)N3CCC(CC3)c4n[nH]c5ncccc45. Reaction SMILES: Cl[c:1]1[n:13][c:12]([N:14]2[CH2:19][CH2:18][CH:17]([c:20]3[c:28]([c:23]4[nH:22][n:21]3)[cH:27][cH:26][cH:25][n:24]4)[CH2:16][CH2:15]2)[n:11][c:3]([O:4][CH2:5][C:6]5([C:9]#[N:10])[CH2:8][CH2:7]5)[n:2]1.Cl.[NH2:29][CH2:30][C:31]([F:34])([F:33])[F:32]>>[F:32][C:31]([CH2:30][NH:29]C([c:1]1[n:13][c:12]([N:14]2[CH2:19][CH2:18][CH:17]([c:20]3[c:28]([c:23]4[nH:22][n:21]3)[cH:27][cH:26][cH:25][n:24]4)[CH2:16][CH2:15]2)[n:11][c:3]([O:4][CH2:5][C:6]5([C:9]#[N:10])[CH2:8][CH2:7]5)[n:2]1)=O)([F:34])[F:33]. Reactants: C1(C=2C(C(=O)O1)=CC=CC2)=O (phthalic anhydride), stainless steel, B(F)(F)F (BF3). Run in C1=CC=CC=C1 (benzene). Conditions: temperature 20 celsius. Yields the product C(C1=CC=CC=C1)(=O)C1=C(C(=O)O)C=CC=C1 (o-benzoyl benzoic acid). The yield is 177.0%. Reaction SMILES: [C:1]1(=[O:11])[O:6][C:4](=[O:5])[C:3]2=[CH:7][CH:8]=[CH:9][CH:10]=[C:2]12.B(F)(F)F>C1C=CC=CC=1>[C:4]([C:3]1[CH:7]=[CH:8][CH:9]=[CH:10][C:2]=1[C:1]([OH:6])=[O:11])(=[O:5])[C:2]1[CH:3]=[CH:7][CH:8]=[CH:9][CH:10]=1. Reported procedure: 7.4 g of phthalic anhydride and 3.9 of benzene were charged at ambient temperature into a stainless steel autoclave. The autoclave was cooled by liquid nitrogen and 10 g of HF and 37.4 g of BF3 were introduced. The autoclave was heated to 20° C. and the pressure raised to 47 bars. The temperature was maintained at 20° C. for 15 minutes and the product degassed under reduced pressure in order to recover the catalyst. After washing with cold water, 10 g of crude o-benzoyl benzoic acid were obtaine...